Dataset: the Open Reaction Database (ORD), a public repository of structured organic reaction records. Task: describe an organic reaction: reactants, conditions, products, and yield The reactants are C(CN)N (ethylenediamine), O.ClC1=C(C=CC=C1)C(=O)C=O (2-chlorophenylglyoxal monohydrate), [OH-].[K+] (potassium hydroxide). Run in C(C)O (ethanol). Yields the product ClC1=C(C=CC=C1)C1=NC=CN=C1 (2-(2-chlorophenyl)pyrazine). Isolated yield 492.6%. RXN SMILES: [CH2:1]([NH2:4])[CH2:2][NH2:3].O.[Cl:6][C:7]1[CH:12]=[CH:11][CH:10]=[CH:9][C:8]=1[C:13]([CH:15]=O)=O.[OH-].[K+]>C(O)C>[Cl:6][C:7]1[CH:12]=[CH:11][CH:10]=[CH:9][C:8]=1[C:13]1[CH:15]=[N:4][CH:1]=[CH:2][N:3]=1 |f:1.2,3.4|. Procedure: The procedure of Example 1 was repeated, using 1.96 g (3.16 mmol) of ethylenediamine, 4.9 g (2.13 mmol) of 2-chlorophenylglyoxal monohydrate, 1.6 g of potassium hydroxide and 50 ml of ethanol, with the result that 2.0 g of the titled compound was obtained (yield: 49%). Starting materials: [Si](C1=CC=CC=C1)(C1=CC=CC=C1)(C(C)(C)C)O[C@@H]1CC[C@H]([C@@H](C1)C(=O)N[C@]1([C@@H](C1)C=C)C(=O)OC)C(N(C)CCCCC=C)=O ((1R,2S)-methyl 1-((1R,2R,5R)-5-(tert-butyldiphenylsilyloxy)-2-(hex-5-enyl(methyl)carbamoyl)cyclohexanecarboxamido)-2-vinylcyclopropanecarboxylate). The solvent is ClC(C)Cl (dichloroethane). Product: [Si](C1=CC=CC=C1)(C1=CC=CC=C1)(C(C)(C)C)O[C@H]1C[C@@H]2[C@H](C(N(CCCC\C=C/[C@H]3[C@](NC2=O)(C3)C(=O)OC)C)=O)CC1 ((1aR,3aR,5R,7aR,15aS,Z)-methyl 5-(tert-butyldiphenylsilyloxy)-9-methyl-3,8-dioxo-1a,2,3,3a,4,5,6,7,7a,8,9,10,11,12,13,15a-hexadecahydro-1H-benzo[c]cyclopropa[g][1,6]diazacyclotetradecine-1a-carboxylate). The yield is 81.0%. Reaction SMILES: [Si:1]([O:18][C@H:19]1[CH2:24][C@@H:23]([C:25]([NH:27][C@:28]2([C:33]([O:35][CH3:36])=[O:34])[CH2:30][C@H:29]2C=C)=[O:26])[C@H:22]([C:37](=[O:46])[N:38]([CH2:40][CH2:41][CH2:42][CH2:43][CH:44]=[CH2:45])[CH3:39])[CH2:21][CH2:20]1)([C:14]([CH3:17])([CH3:16])[CH3:15])([C:8]1[CH:13]=[CH:12][CH:11]=[CH:10][CH:9]=1)[C:2]1[CH:7]=[CH:6][CH:5]=[CH:4][CH:3]=1>ClC(Cl)C>[Si:1]([O:18][C@@H:19]1[CH2:20][CH2:21][C@H:22]2[C:37](=[O:46])[N:38]([CH3:39])[CH2:40][CH2:41][CH2:42][CH2:43][CH:44]=[CH:45][C@@H:30]3[CH2:29][C@@:28]3([C:33]([O:35][CH3:36])=[O:34])[NH:27][C:25](=[O:26])[C@@H:23]2[CH2:24]1)([C:14]([CH3:17])([CH3:15])[CH3:16])([C:8]1[CH:13]=[CH:12][CH:11]=[CH:10][CH:9]=1)[C:2]1[CH:3]=[CH:4][CH:5]=[CH:6][CH:7]=1. Reported procedure: To a solution of compound 41 (0.74 mmol) in dichloroethane (700 mL), degassed for 45 min by bubbling nitrogen, was Zhan 1B (4%, 22 mg) at 80° C. under continuous degassing with nitrogen. After the reaction was refluxed for 1 hr, a second portion of Zhan 1B (22 mg) was added. After heating for 1.5 hr, the reaction mixture was cooled down to room temperature, poured onto a silica pad, and eluted with DCM. The crude material was purified by chromatography on silica gel (DCM/MeOH) to yield compound ... Reactants: BrB(Br)Br, ClCCl, COc1cccc(F)c1C=O, O. The product is O=Cc1c(O)cccc1F. Reaction SMILES: [B:1]([Br:2])([Br:3])[Br:4].[Cl:17][CH2:18][Cl:19].[F:5][c:6]1[c:7]([CH:8]=[O:9])[c:10]([O:14][CH3:15])[cH:11][cH:12][cH:13]1.[OH2:16]>>[F:5][c:6]1[c:7]([CH:8]=[O:9])[c:10]([OH:14])[cH:11][cH:12][cH:13]1. Starting materials: [OH-].[K+] (Potassium hydroxide), CC(CCC(C#N)(C1=CC=CC=C1)C1=CC=CC=C1)(C)N1C[C@H](CC1)OC1=CC=CC=C1 (5-Methyl-5-[(3S)-3-phenoxypyrrolidin-1-yl]-2,2-diphenylhexanenitrile). Run in CC(CC)(CC)O (3-methyl-3-pentanol). Product: CC(CCC(C(=O)N)(C1=CC=CC=C1)C1=CC=CC=C1)(C)N1C[C@H](CC1)OC1=CC=CC=C1 (5-Methyl-5-[(3S)-3-phenoxypyrrolidin-1-yl]-2,2-diphenylhexanamide). The yield is 82.0%. As a reaction SMILES: [OH-:1].[K+].[CH3:3][C:4]([N:23]1[CH2:27][CH2:26][C@H:25]([O:28][C:29]2[CH:34]=[CH:33][CH:32]=[CH:31][CH:30]=2)[CH2:24]1)([CH3:22])[CH2:5][CH2:6][C:7]([C:16]1[CH:21]=[CH:20][CH:19]=[CH:18][CH:17]=1)([C:10]1[CH:15]=[CH:14][CH:13]=[CH:12][CH:11]=1)[C:8]#[N:9]>CC(O)(CC)CC>[CH3:22][C:4]([N:23]1[CH2:27][CH2:26][C@H:25]([O:28][C:29]2[CH:34]=[CH:33][CH:32]=[CH:31][CH:30]=2)[CH2:24]1)([CH3:3])[CH2:5][CH2:6][C:7]([C:16]1[CH:17]=[CH:18][CH:19]=[CH:20][CH:21]=1)([C:10]1[CH:11]=[CH:12][CH:13]=[CH:14][CH:15]=1)[C:8]([NH2:9])=[O:1] |f:0.1|. Procedure: Potassium hydroxide (5.10 g, 91.98 mmol) was added to a solution of the product of example 1 (1.95 g, 4.60 mmol) in 3-methyl-3-pentanol (40 mL) and the mixture was heated under reflux for 24 hours. The reaction mixture was then cooled to room temperature, concentrated in vacuo and the residue was partitioned between ethyl acetate (70 mL) and water (40 mL). The aqueous layer was separated, extracted with ethyl acetate (50 mL) and the combined organic solution was dried over sodium sulfate and con... Reactants: [S-]C#N.[K+] (potassium thiocyanate), F (hydrofluoric acid), CC1=CC=CC2=CC=CC=C12 (α-methylnaphthalene). Reaction conditions: time 4 hour. The product is CC1=CC=C(C2=CC=CC=C12)C(=S)N (1-methyl-4-thionaphthamide). Yield: 96.3%. Reaction SMILES: [S-:1][C:2]#[N:3].[K+].F.[CH3:6][C:7]1[C:16]2[C:11](=[CH:12][CH:13]=[CH:14][CH:15]=2)[CH:10]=[CH:9][CH:8]=1>>[CH3:6][C:7]1[C:16]2[C:11](=[CH:12][CH:13]=[CH:14][CH:15]=2)[C:10]([C:2]([NH2:3])=[S:1])=[CH:9][CH:8]=1 |f:0.1|. Procedure: At a temperature and in the manner as described in Example 1, 39 g of potassium thiocyanate (0.4 mol) are stirred into 0.3 l of 98% hydrofluoric acid, 47 g of α-methylnaphthalene (0.33 mol) are added, and the mixture is stirred for 4 hours at room temperature. The reaction is then complete. Work-up is possible by stirring with ice, as described in the preceding Examples, or by distilling off the greater part of the hydrofluoric acid in a steel apparatus before stirring with ice. 64 g of 1-methyl... Starting materials: CC(C)(C)ON=O, CC#N, [Cl-], Nc1nc(F)c(Cl)c(N2C(=O)c3ccccc3C2=O)c1F. Yields the product O=C1c2ccccc2C(=O)N1c1c(F)c(Cl)nc(F)c1Cl. RXN SMILES: [C:23]([O:24][N:25]=[O:26])([CH3:27])([CH3:28])[CH3:29].[CH3:30][C:31]#[N:32].[Cl-:22].[NH2:1][c:2]1[n:3][c:4]([F:21])[c:5]([Cl:20])[c:6]([N:9]2[C:10](=[O:19])[c:11]3[c:12]([cH:15][cH:16][cH:17][cH:18]3)[C:13]2=[O:14])[c:7]1[F:8]>>[c:2]1([Cl:22])[n:3][c:4]([F:21])[c:5]([Cl:20])[c:6]([N:9]2[C:10](=[O:19])[c:11]3[c:12]([cH:15][cH:16][cH:17][cH:18]3)[C:13]2=[O:14])[c:7]1[F:8].